From a dataset of the Open Reaction Database (ORD), a public repository of structured organic reaction records. describe an organic reaction: reactants, conditions, products, and yield Starting materials: C(CC#N)#N (malononitrile), FC1=CC=C(C=O)C=C1 (4-fluorobenzaldehyde), Cl (HCl), [BH4-].[Na+] (sodium borohydride). Run in CCO (EtOH), O (Water). Run at time 8 hour. The product is FC1=CC=C(CC(C#N)C#N)C=C1 (2-(4-fluorobenzyl)malononitrile). The yield is 68.0%. RXN SMILES: [C:1](#[N:5])[CH2:2][C:3]#[N:4].[F:6][C:7]1[CH:14]=[CH:13][C:10]([CH:11]=O)=[CH:9][CH:8]=1.[BH4-].[Na+].Cl>CCO.O>[F:6][C:7]1[CH:14]=[CH:13][C:10]([CH2:11][CH:2]([C:1]#[N:5])[C:3]#[N:4])=[CH:9][CH:8]=1 |f:2.3|. Reported procedure: To a solution of malononitrile (3.15 mL, 50.0 mmol) in 50 mL of 95% EtOH, 4-fluorobenzaldehyde (5.28 mL, 50 mmol) was added and the mixture was stirred at room temperature overnight. The white solid precipitated out and this suspension was diluted with 25 mL of EtOH then treated with sodium borohydride (0.946 g, 25.00 mmol) in one portion. This mixture was stirred at ambient temperature for 2 hours until reaction was complete. Water and 1N HCl solution was added carefully to quench sodium borohy...